This data is from the Open Reaction Database (ORD), a public repository of structured organic reaction records. The task is: describe an organic reaction: reactants, conditions, products, and yield Reactants: ClC=1C=C(C=CC1)O (3-chlorophenol), C([O-])([O-])=O.[K+].[K+] (potassium carbonate), [OH-].[Na+] (NaOH), FC=1C=NC(=C(C(=O)OC)C1)N1CC(C1)OS(=O)(=O)C (Methyl 5-fluoro-2-(3-((methylsulfonyl)oxy)azetidin-1-yl)nicotinate). Solvent: CN(C=O)C (dimethylformamide). Conditions: temperature 160 celsius. Yields the product ClC=1C=C(OC2CN(C2)C2=C(C(=O)O)C=C(C=N2)F)C=CC1 (2-(3-(3-chlorophenoxy)azetidin-1-yl)-5-fluoronicotinic acid). Reaction SMILES: [Cl:1][C:2]1[CH:3]=[C:4]([OH:8])[CH:5]=[CH:6][CH:7]=1.C(=O)([O-])[O-].[K+].[K+].[F:15][C:16]1[CH:17]=[N:18][C:19]([N:26]2[CH2:29][CH:28](OS(C)(=O)=O)[CH2:27]2)=[C:20]([CH:25]=1)[C:21]([O:23]C)=[O:22].[OH-].[Na+]>CN(C)C=O>[Cl:1][C:2]1[CH:3]=[C:4]([CH:5]=[CH:6][CH:7]=1)[O:8][CH:28]1[CH2:29][N:26]([C:19]2[N:18]=[CH:17][C:16]([F:15])=[CH:25][C:20]=2[C:21]([OH:23])=[O:22])[CH2:27]1 |f:1.2.3,5.6|. Procedure: To a solution of 3-chlorophenol (0.035 ml, 0.328 mmol) in dimethylformamide (1 ml), potassium carbonate (45.42 mg, 0.328 mmol) and the reaction mixture was stirred 2 h at 80° C. Methyl 5-fluoro-2-(3-((methylsulfonyl)oxy)azetidin-1-yl)nicotinate (D71) (100 mg, 0.328 mmol) was added and the resulting reaction mixture was heated 12 h at 160° C. After cooling at room temperature 1N NaOH (0.656 ml, 0.656 mmol) was added and the reaction mixture heated 2 h at 120° C. Solvents were evaporated in vacuo ... Starting materials: ClCCl, O=C(O)C(F)(F)F, COC(=O)CCC(C(N)=O)N1Cc2c(OCc3ccc(CC(=O)OC(C)(C)C)cc3)cccc2C1=O, O. Product: COC(=O)CCC(C(N)=O)N1Cc2c(OCc3ccc(CC(=O)O)cc3)cccc2C1=O. RXN SMILES: [Cl:45][CH2:46][Cl:47].[F:38][C:39]([F:40])([F:41])[C:42]([OH:43])=[O:44].[NH2:1][C:2]([CH:3]([CH2:4][CH2:5][C:6](=[O:7])[O:8][CH3:9])[N:10]1[C:11](=[O:35])[c:12]2[cH:13][cH:14][cH:15][c:16]([O:19][CH2:20][c:21]3[cH:22][cH:23][c:24]([CH2:27][C:28](=[O:29])[O:30][C:31]([CH3:32])([CH3:33])[CH3:34])[cH:25][cH:26]3)[c:17]2[CH2:18]1)=[O:36].[OH2:37]>>[NH2:1][C:2]([CH:3]([CH2:4][CH2:5][C:6](=[O:7])[O:8][CH3:9])[N:10]1[C:11](=[O:35])[c:12]2[cH:13][cH:14][cH:15][c:16]([O:19][CH2:20][c:21]3[cH:22][cH:23][c:24]([CH2:27][C:28](=[O:29])[OH:30])[cH:25][cH:26]3)[c:17]2[CH2:18]1)=[O:36]. Reactants: S(=O)(Cl)Cl (Thionyl chloride), C(C1=CC=CC=C1)OC=1C=C(C=CC1OCC1=CC=CC=C1)[C@@H]1N(C(C2=CC=CC=C2[C@@H]1C(=O)O)=O)C (cis-3-(3′,4′-Dibenzyloxyphenyl)-4-carboxy-3,4-dihydro-N-methyl-1-2H-isoquinolone). The solvent is C1=CC=CC=C1 (benzene). Reaction conditions: time 30 minute. The product is C(C1=CC=CC=C1)OC=1C(=CC=2C(C3=C(N(C(C4=CC=CC=C34)=O)C)C2C1)=O)OCC1=CC=CC=C1 (8,9-Dibenzyloxy-5,6-dihydro-5,11-diketo-6-methyl-11H-indeno[1,2-c]isoquinoline). Isolated yield 14.1%. Reaction SMILES: S(Cl)(Cl)=O.[CH2:5]([O:12][C:13]1[CH:14]=[C:15]([C@H:27]2[C@@H:36]([C:37]([OH:39])=O)[C:35]3[C:30](=[CH:31][CH:32]=[CH:33][CH:34]=3)[C:29](=[O:40])[N:28]2[CH3:41])[CH:16]=[CH:17][C:18]=1[O:19][CH2:20][C:21]1[CH:26]=[CH:25][CH:24]=[CH:23][CH:22]=1)[C:6]1[CH:11]=[CH:10][CH:9]=[CH:8][CH:7]=1>C1C=CC=CC=1>[CH2:5]([O:12][C:13]1[C:18]([O:19][CH2:20][C:21]2[CH:22]=[CH:23][CH:24]=[CH:25][CH:26]=2)=[CH:17][C:16]2[C:37](=[O:39])[C:36]3[C:35]4[C:30](=[CH:31][CH:32]=[CH:33][CH:34]=4)[C:29](=[O:40])[N:28]([CH3:41])[C:27]=3[C:15]=2[CH:14]=1)[C:6]1[CH:7]=[CH:8][CH:9]=[CH:10][CH:11]=1. Reported procedure: Thionyl chloride (8.1 mL) was added with stirring to the cis acid 12g (0.7 g, 2.1 mmol). The result was a yellowish-brown mixture that became orange within 15 min and after 30 min was red. After 4 h, the reaction mixture was diluted with benzene (25 mL) and evaporated to dryness. The brownish-red solid was recrystallized from methanol and passed through a short column (SiO2), eluting with chloroform, to give a brown solid (0.14 g, 24%): MP 198-200° C.; 1H NMR (DMSO-d6) δ8.43 (d, J=8.0 Hz, 1H), 8... Starting materials: CC(C)CN, CCOC(=O)C1=Cc2cc(Cl)c(F)cc2OC1C(F)(F)F, [K+], [K+], O=C([O-])[O-], CN(C)C=O. Product: CCOC(=O)C1=Cc2cc(Cl)c(NCC(C)C)cc2OC1C(F)(F)F. RXN SMILES: [CH2:22]([CH:23]([CH3:24])[CH3:25])[NH2:26].[Cl:1][c:2]1[cH:3][c:4]2[c:9]([cH:10][c:11]1[F:12])[O:8][CH:7]([C:13]([F:14])([F:15])[F:16])[C:6]([C:17](=[O:18])[O:19][CH2:20][CH3:21])=[CH:5]2.[K+:27].[K+:28].[O-:29][C:30]([O-:31])=[O:32].[O:33]=[CH:34][N:35]([CH3:36])[CH3:37]>>[Cl:1][c:2]1[cH:3][c:4]2[c:9]([cH:10][c:11]1[NH:26][CH2:22][CH:23]([CH3:24])[CH3:25])[O:8][CH:7]([C:13]([F:14])([F:15])[F:16])[C:6]([C:17](=[O:18])[O:19][CH2:20][CH3:21])=[CH:5]2. The reactants are CC1=NC=C(C(=O)O)C=C1 (6-Methyl nicotinic acid), C(C(=O)Cl)(=O)Cl (oxalic chloride). The solvent is ClCCl (dichloromethane), CN(C=O)C (N,N-dimethylformamide). Product: CC1=NC=C(C(=O)Cl)C=C1 (6-methyl nicotinoyl chloride). As a reaction SMILES: [CH3:1][C:2]1[CH:10]=[CH:9][C:5]([C:6](O)=[O:7])=[CH:4][N:3]=1.C(Cl)(=O)C([Cl:14])=O>ClCCl.CN(C)C=O>[CH3:1][C:2]1[CH:10]=[CH:9][C:5]([C:6]([Cl:14])=[O:7])=[CH:4][N:3]=1. Reported procedure: 6-Methyl nicotinic acid (138 mg, 1.00 mmol) was dissolved in dichloromethane (15 mL) and N,N-dimethylformamide (0.10 mL), and in an ice bath oxalic chloride (192 mg, 1.51 mmol) was added dropwise slowly. Upon completion of the dropwise addition, it was moved to react at room temperature for 3 hours, and concentrated under reduce pressure to obtain 6-methyl nicotinoyl chloride as a white solid. Reactants: C(C)(C)(C)OC(NCC1=CC(=CC=C1)NC(=N[N+](=O)[O-])N)=O (N-(3-(N′-nitroguanidino)phenylmethyl)carbamic acid t-butyl ester). Reagents/catalysts: [Pd] (palladium-black). Solvent: C(=O)O.CO (formic acid methanol), C(=O)O.CO (formic acid methanol). Run at time 16 hour. Yields the product C(=O)O.C(C)(C)(C)OC(NCC1=CC(=CC=C1)NC(=N)N)=O (N-(3-guanidinophenylmethyl)carbamic acid t-butyl ester formate). The yield is 74.5%. Reaction SMILES: [C:1]([O:5][C:6](=[O:22])[NH:7][CH2:8][C:9]1[CH:14]=[CH:13][CH:12]=[C:11]([NH:15][C:16]([NH2:21])=[N:17][N+]([O-])=O)[CH:10]=1)([CH3:4])([CH3:3])[CH3:2]>C(O)=O.CO.[Pd]>[CH:6]([OH:22])=[O:5].[C:1]([O:5][C:6](=[O:22])[NH:7][CH2:8][C:9]1[CH:14]=[CH:13][CH:12]=[C:11]([NH:15][C:16]([NH2:21])=[NH:17])[CH:10]=1)([CH3:4])([CH3:2])[CH3:3] |f:1.2,4.5|. Reported procedure: A solution of the compound (190 mg) obtained in Example 33 in 4.4% formic acid-methanol (10 ml) was added dropwise to a suspension of palladium-black (200 mg) in 4.4% formic acid-methanol (10 ml) at room temperature and stirred at room temperature for 16 h. The reaction mixture was filtered and the filtrate was concentrated under reduced pressure; the resulting residue was purified by silica gel column chromatography (eluent, chloroform methanol=8:2) to give 71 mg of the titled compound (yield, ... Starting materials: S(O)(O)(=O)=O (sulfuric acid), N1(CCCCC1)C1=C(C=CC=C1)C(C)O (1-(2-piperidino-phenyl)-ethanol), C(C)OC(C1=CC=C(C=C1)CC#N)=O (4-cyanomethylbenzoic acid ethyl ester), ice water, C(C)OC(C1=CC=C(C=C1)CC#N)=O (4-cyanomethyl benzoic acid ethyl ester), S(O)(O)(=O)=O (sulfuric acid), alcohol. Run in C(C)(=O)OCC (ethyl acetate). Conditions: temperature 80 celsius, time 3 hour. The product is N1(CCCCC1)C1=C(C=C)C=CC=C1 (2-piperidino-styrol). Isolated yield 27.4%. Reaction SMILES: S(=O)(=O)(O)O.[N:6]1([C:12]2[CH:17]=[CH:16][CH:15]=[CH:14][C:13]=2[CH:18](O)[CH3:19])[CH2:11][CH2:10][CH2:9][CH2:8][CH2:7]1.C(OC(=O)C1C=CC(CC#N)=CC=1)C>C(OCC)(=O)C>[N:6]1([C:12]2[CH:17]=[CH:16][CH:15]=[CH:14][C:13]=2[CH:18]=[CH2:19])[CH2:7][CH2:8][CH2:9][CH2:10][CH2:11]1. Procedure: An amount of 1.6 ml of conc. sulfuric acid was added in small drops to a mixture of 2 gm (9.74 m mol) of 1-(2-piperidino-phenyl)-ethanol and 4 gm (21.1 m mol) of 4-cyanomethylbenzoic acid ethyl ester under stirring and cooling with ice by keeping the internal temperature at 35° to 40° C. Subsequently, the mixture was heated for 2.5 hours in a bath of 80° C., a further 2 gm (10.5 m mol) of 4-cyanomethyl benzoic acid ethyl ester and 0.8 ml of conc. sulfuric acid were added, and heating was continu... Starting materials: C1(=CC=C(C=C1)C=CC(C)=O)C (4-p-tolyl-but-3-en-2-one), COC1=C(C=CC=C1)C1CC(CC(C1)=O)=O (5-(2-methoxy-phenyl)-cyclohexane-1,3-dione). The product is C1(=CC=C(C=C1)C1CC(CC(C1)=O)=O)C (5-p-Tolyl-cyclohexane-1,3-dione). RXN SMILES: [C:1]1([CH3:12])[CH:6]=[CH:5][C:4]([CH:7]=[CH:8][C:9](=[O:11])[CH3:10])=[CH:3][CH:2]=1.C[O:14][C:15]1C=CC=C[C:16]=1C1CC(=O)CC(=O)C1>>[C:1]1([CH3:12])[CH:2]=[CH:3][C:4]([CH:7]2[CH2:8][C:9](=[O:11])[CH2:10][C:15](=[O:14])[CH2:16]2)=[CH:5][CH:6]=1. Procedure: The title compound was prepared from 4-p-tolyl-but-3-en-2-one stage 1 (4.8 g, 30.0 mmol), following the procedure describing the synthesis of 5-(2-methoxy-phenyl)-cyclohexane-1,3-dione (example 1/a stage 2).